This data is from the Open Reaction Database (ORD), a public repository of structured organic reaction records. The task is: describe an organic reaction: reactants, conditions, products, and yield Starting materials: Cc1ccccc1, C=COCC(C)C, COC(=O)C(C)CO, Cc1ccc(S(=O)(=O)[O-])cc1, c1cc[nH+]cc1. The product is COC(=O)C(C)COC(C)OCC(C)C. RXN SMILES: [CH3:33][c:34]1[cH:35][cH:36][cH:37][cH:38][cH:39]1.[CH:26](=[CH2:27])[O:28][CH2:29][CH:30]([CH3:31])[CH3:32].[OH:18][CH2:19][CH:20]([C:21](=[O:22])[O:23][CH3:24])[CH3:25].[c:1]1([CH3:2])[cH:3][cH:4][c:5]([S:6]([O-:7])(=[O:8])=[O:9])[cH:10][cH:11]1.[nH+:12]1[cH:13][cH:14][cH:15][cH:16][cH:17]1>>[O:18]([CH2:19][CH:20]([C:21](=[O:22])[O:23][CH3:24])[CH3:25])[CH:26]([CH3:27])[O:28][CH2:29][CH:30]([CH3:31])[CH3:32]. Starting materials: FC1=C(C(=CC=C1)F)N1N=CC=C1N ((2,6-difluorophenyl)-1H-pyrazol-5-amine), Cl (HCl), N(=O)OCCC(C)C (isopentyl nitrite), [OH-].[NH4+] (ammonium hydroxide). Solvent: CCOC(=O)C (EtOAc), CCO (EtOH), CC(C)O (2-propanol), CCOC(=O)C (EtOAc). Reaction conditions: time 15 minute. Product: FC1=C(C(=CC=C1)F)N1N=CC(=C1N)N=O (1-(2,6-difluorophenyl)-4-nitroso-1H-pyrazol-5-amine), crude material. RXN SMILES: [F:1][C:2]1[CH:7]=[CH:6][CH:5]=[C:4]([F:8])[C:3]=1[N:9]1[C:13]([NH2:14])=[CH:12][CH:11]=[N:10]1.Cl.[N:16](OCCC(C)C)=[O:17].[OH-].[NH4+]>CCOC(C)=O.CCO.CC(O)C>[F:8][C:4]1[CH:5]=[CH:6][CH:7]=[C:2]([F:1])[C:3]=1[N:9]1[C:13]([NH2:14])=[C:12]([N:16]=[O:17])[CH:11]=[N:10]1 |f:3.4|. Procedure details: To a solution of (2,6-difluorophenyl)-1H-pyrazol-5-amine (2.60 g, 13.3 mmol) in 8 mL of EtOAc and 4 mL of EtOH was added 8 mL of HCl in 2-propanol (5-6 N). The heterogeneous mixture was cooled with an ice-NaCl bath, and isopentyl nitrite (1.83 mL, 13.6 mmol) was added drop wise (within 10 min) to prevent the temperature from exceeding 10° C. After stirring for 15 min, the reaction mixture became homogeneous. Stirring was continued for a total of 40 min. The brown homogeneous solution was diluted... Starting materials: ClCCl, O=C(Nc1nc(CO)c(-c2cccc(C(F)(F)F)c2)s1)c1c(F)cccc1F. The product is O=Cc1nc(NC(=O)c2c(F)cccc2F)sc1-c1cccc(C(F)(F)F)c1. Reaction SMILES: [Cl:29][CH2:30][Cl:31].[F:1][c:2]1[c:3]([C:4](=[O:5])[NH:6][c:7]2[s:8][c:9](-[c:14]3[cH:15][c:16]([C:20]([F:21])([F:22])[F:23])[cH:17][cH:18][cH:19]3)[c:10]([CH2:12][OH:13])[n:11]2)[c:24]([F:28])[cH:25][cH:26][cH:27]1>>[F:1][c:2]1[c:3]([C:4](=[O:5])[NH:6][c:7]2[s:8][c:9](-[c:14]3[cH:15][c:16]([C:20]([F:21])([F:22])[F:23])[cH:17][cH:18][cH:19]3)[c:10]([CH:12]=[O:13])[n:11]2)[c:24]([F:28])[cH:25][cH:26][cH:27]1.